Task: describe an organic reaction: reactants, conditions, products, and yield. Dataset: the Open Reaction Database (ORD), a public repository of structured organic reaction records Reactants: [Br-].C1(=CC=CC=C1)CCC[P+](C1=CC=CC=C1)(C1=CC=CC=C1)C1=CC=CC=C1 ((3-phenylpropyl)triphenylphosphonium bromide), C(=O)C1=CC=C(C(=O)OC)C=C1 (methyl 4-formylbenzoate). Yields the product C1(=CC=CC=C1)CC/C=C/C1=CC=C(C(=O)OC)C=C1 (methyl (E)-4-(4-phenyl-1-butenyl)benzoate). As a reaction SMILES: [Br-].[C:2]1([CH2:8][CH2:9][CH2:10][P+](C2C=CC=CC=2)(C2C=CC=CC=2)C2C=CC=CC=2)[CH:7]=[CH:6][CH:5]=[CH:4][CH:3]=1.[CH:30]([C:32]1[CH:41]=[CH:40][C:35]([C:36]([O:38][CH3:39])=[O:37])=[CH:34][CH:33]=1)=O>>[C:2]1([CH2:8][CH2:9]/[CH:10]=[CH:30]/[C:32]2[CH:41]=[CH:40][C:35]([C:36]([O:38][CH3:39])=[O:37])=[CH:34][CH:33]=2)[CH:7]=[CH:6][CH:5]=[CH:4][CH:3]=1 |f:0.1|. Reported procedure: Using the conditions in example 1(A), (3-phenylpropyl)triphenylphosphonium bromide and methyl 4-formylbenzoate are condensed, providing methyl (E)-4-(4-phenyl-1-butenyl)benzoate as a colorless oil after chromatographic separation from the later-eluting (Z) isomer. This is reduced with lithium aluminum hydride in THF in the usual fashion to provide (E)-4-(4-phenyl-1-butenyl)phenylmethanol as a colorless oil. Oxidation with pyridinium dichromate in the usual fashion provides (E)-4-(4-phenyl-1-bute... Reactants: NC(=O)c1c(-c2ccc(N)cc2)c[nH]c1NC(=O)CCC1CCCC1, O=C=Nc1cc(C(F)(F)F)ccc1F, C1CCOC1. The product is NC(=O)c1c(-c2ccc(NC(=O)Nc3cc(C(F)(F)F)ccc3F)cc2)c[nH]c1NC(=O)CCC1CCCC1. Reaction SMILES: [CH:15]1([CH2:20][CH2:21][C:22](=[O:23])[NH:24][c:25]2[nH:26][cH:27][c:28](-[c:33]3[cH:34][cH:35][c:36]([NH2:39])[cH:37][cH:38]3)[c:29]2[C:30](=[O:31])[NH2:32])[CH2:16][CH2:17][CH2:18][CH2:19]1.[F:1][c:2]1[c:3]([N:12]=[C:13]=[O:14])[cH:4][c:5]([C:8]([F:9])([F:10])[F:11])[cH:6][cH:7]1.[O:40]1[CH2:41][CH2:42][CH2:43][CH2:44]1>>[F:1][c:2]1[c:3]([NH:12][C:13](=[O:14])[NH:39][c:36]2[cH:35][cH:34][c:33](-[c:28]3[cH:27][nH:26][c:25]([NH:24][C:22]([CH2:21][CH2:20][CH:15]4[CH2:16][CH2:17][CH2:18][CH2:19]4)=[O:23])[c:29]3[C:30](=[O:31])[NH2:32])[cH:38][cH:37]2)[cH:4][c:5]([C:8]([F:9])([F:10])[F:11])[cH:6][cH:7]1.